Dataset: the Open Reaction Database (ORD), a public repository of structured organic reaction records. Task: describe an organic reaction: reactants, conditions, products, and yield Starting materials: O=C([O-])[O-], CC(C)(C)OC(=O)NCCc1ccc(Br)cc1, COc1ccc2nccc(OS(=O)(=O)C(F)(F)F)c2n1, CC(=O)[O-], ClCCl, [K+], [K+], [K+], C1COCCO1. Product: COc1ccc2nccc(-c3ccc(CCNC(=O)OC(C)(C)C)cc3)c2n1. As a reaction SMILES: [C:29](=[O:30])([O-:31])[O-:32].[C:35]([CH3:36])([CH3:37])([CH3:38])[O:39][C:40]([NH:41][CH2:42][CH2:43][c:44]1[cH:45][cH:46][c:47]([Br:50])[cH:48][cH:49]1)=[O:51].[CH3:1][O:2][c:3]1[n:4][c:5]2[c:6]([O:13][S:14]([C:15]([F:16])([F:17])[F:18])(=[O:19])=[O:20])[cH:7][cH:8][n:9][c:10]2[cH:11][cH:12]1.[CH3:22][C:23](=[O:24])[O-:25].[Cl:26][CH2:27][Cl:28].[K+:21].[K+:33].[K+:34].[O:52]1[CH2:53][CH2:54][O:55][CH2:56][CH2:57]1>>[CH3:1][O:2][c:3]1[n:4][c:5]2[c:6](-[c:47]3[cH:46][cH:45][c:44]([CH2:43][CH2:42][NH:41][C:40]([O:39][C:35]([CH3:36])([CH3:37])[CH3:38])=[O:51])[cH:49][cH:48]3)[cH:7][cH:8][n:9][c:10]2[cH:11][cH:12]1.